Dataset: the Open Reaction Database (ORD), a public repository of structured organic reaction records. Task: describe an organic reaction: reactants, conditions, products, and yield Product: CC(C(=O)OC1=CC=C(C=C1)C1=CC(=CC(=C1)CCCOC(C(=C)C)=O)C1=CC=C(C=C1)OC(C(=C)C)=O)=C (2-methyl-acrylic acid-3-[4,4″-bis-(2-methyl-acryloyloxy)-[1,1′;3′,1″]terphenyl-5′-yl]-propyl ester). RXN SMILES: [OH:1][CH2:2][CH2:3][CH2:4][C:5]1[CH:6]=[C:7]([C:18]2[CH:23]=[CH:22][C:21]([OH:24])=[CH:20][CH:19]=2)[CH:8]=[C:9]([C:11]2[CH:16]=[CH:15][C:14]([OH:17])=[CH:13][CH:12]=2)[CH:10]=1.[C:25]([OH:30])(=O)[C:26]([CH3:28])=[CH2:27]>>[CH3:27][C:26](=[CH2:28])[C:25]([O:24][C:21]1[CH:20]=[CH:19][C:18]([C:7]2[CH:6]=[C:5]([CH2:4][CH2:3][CH2:2][O:1][C:25](=[O:30])[C:26]([CH3:28])=[CH2:27])[CH:10]=[C:9]([C:11]3[CH:12]=[CH:13][C:14]([O:17][C:25](=[O:30])[C:26]([CH3:28])=[CH2:27])=[CH:15][CH:16]=3)[CH:8]=2)=[CH:23][CH:22]=1)=[O:30]. Procedure: In analogy to step 2 of example 1, 5′-(3-hydroxy-propyl)-[1,1′;3′,1″]terphenyl-4,4″-diol and methacrylic acid are reacted to give 2-methyl-acrylic acid-3-[4,4″-bis-(2-methyl-acryloyloxy)-[1,1′;3′,1″]terphenyl-5′-yl]-propyl ester as colourless, viscous oil. The reactants are OCCCC=1C=C(C=C(C1)C1=CC=C(C=C1)O)C1=CC=C(C=C1)O (5′-(3-hydroxy-propyl)-[1,1′;3′,1″]terphenyl-4,4″-diol), C(C(=C)C)(=O)O (methacrylic acid). The reactants are CN(C)C=O, COc1cc2c(=O)c(C(=O)O)c[nH]c2cc1F, [NH4+], [OH-]. Product: COc1cc2c(=O)c(C(N)=O)c[nH]c2cc1F. Reaction SMILES: [CH3:20][N:21]([CH3:22])[CH:23]=[O:24].[F:1][c:2]1[c:3]([O:16][CH3:17])[cH:4][c:5]2[c:6](=[O:15])[c:7]([C:12](=[O:13])[OH:14])[cH:8][nH:9][c:10]2[cH:11]1.[NH4+:18].[OH-:19]>>[F:1][c:2]1[c:3]([O:16][CH3:17])[cH:4][c:5]2[c:6](=[O:15])[c:7]([C:12](=[O:13])[NH2:18])[cH:8][nH:9][c:10]2[cH:11]1. Reactants: COC=1C=C(C=CC1OC)C1=C(C(=NN1)C)[N+](=O)[O-] (5-(3,4-Dimethoxyphenyl)-3-methyl-4-nitro-1H-pyrazole), C12H15N3O2. Reagents/catalysts: [Pd] (Pd/C). The solvent is C(C)O (ethanol). Reaction conditions: time 2 hour. The product is COC=1C=C(C=CC1OC)C1=C(C(=NN1)C)N (5-(3,4-Dimethoxyphenyl)-3-methyl-1H-pyrazol-4-ylamine). Reaction SMILES: [CH3:1][O:2][C:3]1[CH:4]=[C:5]([C:11]2[NH:15][N:14]=[C:13]([CH3:16])[C:12]=2[N+:17]([O-])=O)[CH:6]=[CH:7][C:8]=1[O:9][CH3:10]>C(O)C.[Pd]>[CH3:1][O:2][C:3]1[CH:4]=[C:5]([C:11]2[NH:15][N:14]=[C:13]([CH3:16])[C:12]=2[NH2:17])[CH:6]=[CH:7][C:8]=1[O:9][CH3:10]. Procedure details: 4.84 g of 5-(3,4-dimethoxyphenyl)-3-methyl-4-nitro-1H-pyrazole (43) were dissolved in 80 ml of ethanol, and 0.5 g of Pd/C was added to this solution. The solution was shaken under hydrogen for 2 h, then filtered through magnesium sulfate and subjected to rotary evaporation. The residue was chromatographed through silica gel (ethyl acetate/heptane 3/1). The following was obtained: 44 C12H15N3O2 (233.27); MS (ESI) 234 (M+H) Isolated yield 91.9%. Run in C(C)#N (acetonitrile). Procedure: To 4-chloro-2-fluoro-N-(2-methoxy-4-pyridyl)benzamide (4.35 g, 15.50 mmol) in acetonitrile (145.0 mL) was added TMSI (8.8 mL, 62.0 mmol). The reaction was stirred at 50° C. overnight. The acetonitrile was evaporated and the crude solid was triturated with ethyl acetate. The solid was isolated by filtration and washed with ethyl acetate to give 4-chloro-2-fluoro-N-(2-oxo-1H-pyridin-4-yl)benzamide (3.8 g, 92%). ESI-MS m/z calc. 266.02. found 267.1 (M+1)+; Retention time: 1.23 minutes (3 minutes ru... Starting materials: ClC1=CC(=C(C(=O)NC2=CC(=NC=C2)OC)C=C1)F (4-chloro-2-fluoro-N-(2-methoxy-4-pyridyl)benzamide), [Si](C)(C)(C)I (TMSI). The product is ClC1=CC(=C(C(=O)NC2=CC(NC=C2)=O)C=C1)F (4-chloro-2-fluoro-N-(2-oxo-1H-pyridin-4-yl)benzamide). As a reaction SMILES: [Cl:1][C:2]1[CH:18]=[CH:17][C:5]([C:6]([NH:8][C:9]2[CH:14]=[CH:13][N:12]=[C:11]([O:15]C)[CH:10]=2)=[O:7])=[C:4]([F:19])[CH:3]=1.[Si](I)(C)(C)C>C(#N)C>[Cl:1][C:2]1[CH:18]=[CH:17][C:5]([C:6]([NH:8][C:9]2[CH:14]=[CH:13][NH:12][C:11](=[O:15])[CH:10]=2)=[O:7])=[C:4]([F:19])[CH:3]=1. Reaction conditions: temperature 50 celsius, time 8 hour.